Dataset: the Open Reaction Database (ORD), a public repository of structured organic reaction records. Task: describe an organic reaction: reactants, conditions, products, and yield Reactants: COC(C(N(C)S(=O)(=O)NC(=O)OCC1=CC=CC=C1)CCC(C)C)=O ((N-carbobenzyloxyaminosulfonyl)-2-(3-methylbutyl)sarcosine methyl ester). Reagents/catalysts: [Pd] (Pd/C). RXN SMILES: [CH3:1][O:2][C:3](=[O:26])[CH:4]([CH2:21][CH2:22][CH:23]([CH3:25])[CH3:24])[N:5]([S:7]([NH:10]C(OCC1C=CC=CC=1)=O)(=[O:9])=[O:8])[CH3:6]>CO.[Pd]>[CH3:1][O:2][C:3](=[O:26])[CH:4]([CH2:21][CH2:22][CH:23]([CH3:24])[CH3:25])[N:5]([S:7]([NH2:10])(=[O:8])=[O:9])[CH3:6]. The yield is 98.7%. Run at time 3.5 hour. Solvent: CO (methanol). The product is COC(C(N(C)S(=O)(=O)N)CCC(C)C)=O (N-(aminosulfonyl)-2-(3-methylbutyl)sarcosine methyl ester). Procedure: A solution of (N-carbobenzyloxyaminosulfonyl)-2-(3-methylbutyl)sarcosine methyl ester (20.6 g, 53.17 mmol) in 200 ml of methanol under nitrogen was cooled to 0° C. and 1.5 g of 10% Pd/C was added. The mixture was placed on a Parr Apparatus at 50 psi and hydrogenated for 3.5 hours. The catalyst was removed on a pad of CELITE® and the filtrate was concentrated in vacuo to afford 13.24 g (98.6%) of N-(aminosulfonyl)-2-(3-methylbutyl)sarcosine methyl ester (Formula V: R=CH3 ; R1 =(CH2)2CH(CH3)2 ; R2... Starting materials: [H-].[Na+] (sodium hydride), C(C1=CC=CC=C1)Br (benzylbromide), OCCC(NC(C1=CC=CC=C1)(C1=CC=CC=C1)C1=CC=CC=C1)C(NCCNC(C1=CC=CC=C1)(C1=CC=CC=C1)C1=CC=CC=C1)=O (2-(2-Hydroxyethyl)-3-oxo-1,7-bis(triphenylmethyl)-1,4,7-triazaheptane). The reagents and catalysts are [I-].C(CCC)[N+](CCCC)(CCCC)CCCC (tetrabutyl ammonium iodide). The solvent is C1CCOC1 (THF). Product: C(C1=CC=CC=C1)OCCC(NC(C1=CC=CC=C1)(C1=CC=CC=C1)C1=CC=CC=C1)C(NCCNC(C1=CC=CC=C1)(C1=CC=CC=C1)C1=CC=CC=C1)=O (2-(2-Benzyloxyethyl)-3-oxo-1,7-bis(triphenylmethyl)-1,4,7-triazaheptane). Reaction SMILES: [OH:1][CH2:2][CH2:3][CH:4]([C:25](=[O:49])[NH:26][CH2:27][CH2:28][NH:29][C:30]([C:43]1[CH:48]=[CH:47][CH:46]=[CH:45][CH:44]=1)([C:37]1[CH:42]=[CH:41][CH:40]=[CH:39][CH:38]=1)[C:31]1[CH:36]=[CH:35][CH:34]=[CH:33][CH:32]=1)[NH:5][C:6]([C:19]1[CH:24]=[CH:23][CH:22]=[CH:21][CH:20]=1)([C:13]1[CH:18]=[CH:17][CH:16]=[CH:15][CH:14]=1)[C:7]1[CH:12]=[CH:11][CH:10]=[CH:9][CH:8]=1.[H-].[Na+].[CH2:52](Br)[C:53]1[CH:58]=[CH:57][CH:56]=[CH:55][CH:54]=1>[I-].C([N+](CCCC)(CCCC)CCCC)CCC.C1COCC1>[CH2:52]([O:1][CH2:2][CH2:3][CH:4]([C:25](=[O:49])[NH:26][CH2:27][CH2:28][NH:29][C:30]([C:43]1[CH:48]=[CH:47][CH:46]=[CH:45][CH:44]=1)([C:31]1[CH:32]=[CH:33][CH:34]=[CH:35][CH:36]=1)[C:37]1[CH:38]=[CH:39][CH:40]=[CH:41][CH:42]=1)[NH:5][C:6]([C:13]1[CH:18]=[CH:17][CH:16]=[CH:15][CH:14]=1)([C:19]1[CH:24]=[CH:23][CH:22]=[CH:21][CH:20]=1)[C:7]1[CH:8]=[CH:9][CH:10]=[CH:11][CH:12]=1)[C:53]1[CH:58]=[CH:57][CH:56]=[CH:55][CH:54]=1 |f:1.2,4.5|. Reported procedure: 2-(2-Hydroxyethyl)-3-oxo-1,7-bis(triphenylmethyl)-1,4,7-triazaheptane (10 mmol) is reacted as described by S. Czernecki et al. Tetr. Lett. (1976) 3535 with 80% sodium hydride (11 mmol) and benzylbromide (10 mmol) catalysed by tetrabutyl ammonium iodide (1 mmol) for 24 hours at ambient temperature (in 100 ml dry THF). 2-(2-Benzyloxyethyl)-3-oxo-1,7-bis(triphenylmethyl) -1,4,7-triazaheptane is purified by chromatography on silica. The reactants are [Si](C)(C)(C(C)(C)C)O[C@@H]1C[C@H](N(C1)C(=O)OCC1=CC=C(C=C1)[N+](=O)[O-])CI ((2S,4R)-4-t-butyldimethylsilyloxy-2-iodomethyl-1-(4-nitrobenzyloxycarbonyl)pyrrolidine), N1C=NC=C1 (imidazole). RXN SMILES: [Si:1]([O:8][C@H:9]1[CH2:13][N:12]([C:14]([O:16][CH2:17][C:18]2[CH:23]=[CH:22][C:21]([N+:24]([O-:26])=[O:25])=[CH:20][CH:19]=2)=[O:15])[C@H:11]([CH2:27]I)[CH2:10]1)([C:4]([CH3:7])([CH3:6])[CH3:5])([CH3:3])[CH3:2].[NH:29]1[CH:33]=[CH:32][N:31]=[CH:30]1>>[Si:1]([O:8][C@H:9]1[CH2:13][N:12]([C:14]([O:16][CH2:17][C:18]2[CH:23]=[CH:22][C:21]([N+:24]([O-:26])=[O:25])=[CH:20][CH:19]=2)=[O:15])[C@:11]([CH3:27])([N:29]2[CH:33]=[CH:32][N:31]=[CH:30]2)[CH2:10]1)([C:4]([CH3:7])([CH3:6])[CH3:5])([CH3:3])[CH3:2]. Procedure: A mixture of (2S,4R)-4-t-butyldimethylsilyloxy-2-iodomethyl-1-(4-nitrobenzyloxycarbonyl)pyrrolidine (3.00 g) and imidazole (15.0 g) was fused at 100-110° C. for 5 hours with stirring. The mixture was poured into ice-water (150 ml) and extracted with chloroform (50 ml ×3). The organic layers were combined, washed with water, dried over magnesium sulfate and concentrated under reduced pressure to give a syrup. The syrup was subjected to a column chromatography on silica gel (30 g) and eluted with ... Product: [Si](C)(C)(C(C)(C)C)O[C@@H]1C[C@](N(C1)C(=O)OCC1=CC=C(C=C1)[N+](=O)[O-])(N1C=NC=C1)C ((2S,4R)-4-t-butyldimethylsilyloxy-2-(imidazol-1-yl)-methyl-1-(4-nitrobenzyloxycarbonyl) pyrrolidine). The solvent is ice water. Yield: 59.1%. Run at time 5 hour. Reactants: COc1ccc(C(=O)CBr)cc1OC, CCc1cc2c(=O)[nH]c(=O)n(Cc3ccc(-c4ccccc4C#N)cc3)c2s1, CN(C)C=O, CCOC(C)=O, [H-], [Na+]. Product: CCc1cc2c(=O)n(CC(=O)c3ccc(OC)c(OC)c3)c(=O)n(Cc3ccc(-c4ccccc4C#N)cc3)c2s1. RXN SMILES: [Br:29][CH2:30][C:31](=[O:32])[c:33]1[cH:34][c:35]([O:41][CH3:42])[c:36]([O:39][CH3:40])[cH:37][cH:38]1.[CH2:1]([CH3:2])[c:3]1[cH:4][c:5]2[c:6]([n:7]([CH2:13][c:14]3[cH:15][cH:16][c:17](-[c:20]4[c:21]([C:26]#[N:27])[cH:22][cH:23][cH:24][cH:25]4)[cH:18][cH:19]3)[c:8](=[O:12])[nH:9][c:10]2=[O:11])[s:28]1.[CH3:43][N:44]([CH3:45])[CH:46]=[O:47].[CH3:50][CH2:51][O:52][C:53](=[O:54])[CH3:55].[H-:48].[Na+:49]>>[CH2:1]([CH3:2])[c:3]1[cH:4][c:5]2[c:6]([n:7]([CH2:13][c:14]3[cH:15][cH:16][c:17](-[c:20]4[c:21]([C:26]#[N:27])[cH:22][cH:23][cH:24][cH:25]4)[cH:18][cH:19]3)[c:8](=[O:12])[n:9]([CH2:30][C:31](=[O:32])[c:33]3[cH:34][c:35]([O:41][CH3:42])[c:36]([O:39][CH3:40])[cH:37][cH:38]3)[c:10]2=[O:11])[s:28]1. Starting materials: Cc1cc2cc(S(C)(=O)=O)ccc2[nH]1, Clc1ccc2c(Cl)ccnc2c1. Yields the product Cc1[nH]c2ccc(S(C)(=O)=O)cc2c1-c1ccnc2cc(Cl)ccc12. RXN SMILES: [CH3:1][c:2]1[nH:3][c:4]2[cH:5][cH:6][c:7]([S:11](=[O:12])(=[O:13])[CH3:14])[cH:8][c:9]2[cH:10]1.[Cl:15][c:16]1[cH:17][cH:18][n:19][c:20]2[cH:21][c:22]([Cl:26])[cH:23][cH:24][c:25]12>>[CH3:1][c:2]1[nH:3][c:4]2[cH:5][cH:6][c:7]([S:11](=[O:12])(=[O:13])[CH3:14])[cH:8][c:9]2[c:10]1-[c:16]1[cH:17][cH:18][n:19][c:20]2[cH:21][c:22]([Cl:26])[cH:23][cH:24][c:25]12. Reactants: CC(CC1=CNC2=CC=CC=C12)(CC)[N+](=O)[O-] (3-(2'-methyl-2'-nitrobutyl)-indole), [H][H] (hydrogen). The reagents and catalysts are [Pd] (palladium). The solvent is C(C)O (ethanol). Conditions: temperature 70 celsius, time 7 hour. Product: NC(CC1=CNC2=CC=CC=C12)(CC)C (3-(2'-amino-2'-methylbutyl)-indole). Isolated yield 95.3%. Reaction SMILES: [CH3:1][C:2]([N+:15]([O-])=O)([CH2:13][CH3:14])[CH2:3][C:4]1[C:12]2[C:7](=[CH:8][CH:9]=[CH:10][CH:11]=2)[NH:6][CH:5]=1.[H][H]>[Pd].C(O)C>[NH2:15][C:2]([CH3:1])([CH2:13][CH3:14])[CH2:3][C:4]1[C:12]2[C:7](=[CH:8][CH:9]=[CH:10][CH:11]=2)[NH:6][CH:5]=1. Reported procedure: Reduction: A mixture of 90.0 g (388 mM) of the nitro intermediate and 9.0 g of palladium catalyst (5% on carbon) and 1000 ml of absolute ethanol was covered with hydrogen at a pressure of 25 atmospheres gauge in the autoclave whereupon it was heated to 70°C. and agitation was continued at this temperature for 7 hours. Filtration, evaporation in vacuo, recrystallisation from xylene and processing of the mother liquor yielded 74.7 g of 3-(2'-amino-2'-methylbutyl)-indole. (Yield: 95% of the theoret... The reactants are CN(C)P(=O)(N(C)C)N(C)C, COC(=O)C12CC1CCC2=O, N#C[K]. The product is COC(=O)C1C(=O)CCC1CC#N. RXN SMILES: [CH3:15][N:16]([CH3:17])[P:18](=[O:19])([N:20]([CH3:21])[CH3:22])[N:23]([CH3:24])[CH3:25].[CH3:4][O:5][C:6](=[O:7])[C:8]12[C:9](=[O:14])[CH2:10][CH2:11][CH:12]1[CH2:13]2.[K:1][C:2]#[N:3]>>[C:2](#[N:3])[CH2:13][CH:12]1[CH:8]([C:6]([O:5][CH3:4])=[O:7])[C:9](=[O:14])[CH2:10][CH2:11]1. Starting materials: COc1cc(C=CC(=O)Cl)ccc1OC(C)=O, CCOC(=O)C1CCC(N)CC1, c1ccncc1. Product: CCOC(=O)C1CCC(NC(=O)C=Cc2ccc(OC(C)=O)c(OC)c2)CC1. Reaction SMILES: [C:1]([CH3:2])(=[O:3])[O:4][c:5]1[c:6]([O:16][CH3:17])[cH:7][c:8]([CH:9]=[CH:10][C:11](=[O:12])[Cl:13])[cH:14][cH:15]1.[NH2:18][CH:19]1[CH2:20][CH2:21][CH:22]([C:25](=[O:26])[O:27][CH2:28][CH3:29])[CH2:23][CH2:24]1.[cH:30]1[cH:31][cH:32][n:33][cH:34][cH:35]1>>[C:1]([CH3:2])(=[O:3])[O:4][c:5]1[c:6]([O:16][CH3:17])[cH:7][c:8]([CH:9]=[CH:10][C:11](=[O:12])[NH:18][CH:19]2[CH2:20][CH2:21][CH:22]([C:25](=[O:26])[O:27][CH2:28][CH3:29])[CH2:23][CH2:24]2)[cH:14][cH:15]1. Starting materials: C=CC[Si](C)(C)C, COc1cccc2c1-c1ccc3c(c1C(O)O2)C(C)=CC(C)(C)N3, ClCCl. Product: C=CCOC1Oc2cccc(OC)c2-c2ccc3c(c21)C(C)=CC(C)(C)N3. Reaction SMILES: [CH2:25]([CH:26]=[CH2:27])[Si:28]([CH3:29])([CH3:30])[CH3:31].[CH3:1][O:2][c:3]1[c:4]2[c:5]([cH:6][cH:7][cH:8]1)[O:9][CH:10]([OH:24])[c:11]1[c:12]3[c:17]([cH:18][cH:19][c:20]1-2)[NH:16][C:15]([CH3:21])([CH3:22])[CH:14]=[C:13]3[CH3:23].[Cl:32][CH2:33][Cl:34]>>[CH3:1][O:2][c:3]1[c:4]2[c:5]([cH:6][cH:7][cH:8]1)[O:9][CH:10]([O:24][CH2:27][CH:26]=[CH2:25])[c:11]1[c:12]3[c:17]([cH:18][cH:19][c:20]1-2)[NH:16][C:15]([CH3:21])([CH3:22])[CH:14]=[C:13]3[CH3:23]. The reactants are FC1=CC=C(C=O)C=C1 (4-fluorobenzaldehyde), C(C)OC(CN1C(C=2C(C1=O)=CC=CC2)=O)=O (phthalimidoacetic acid ethyl ester), C(C)OC(\C=C(\C)/N)=O (β-aminocrotonic acid ethyl ester). Run in C(C)O (ethanol). Product: C(C)OC(=O)C1=C(NC(=C(C1C1=CC=C(C=C1)F)C(=O)OCC)C)CN1C(C=2C(C1=O)=CC=CC2)=O (2-Phthalimidomethyl-6-methyl-4-(4'-fluorophenyl)-1,4-dihydropyridine-3,5-dicarboxylic acid diethyl ester). Yield: 80.0%. As a reaction SMILES: [F:1][C:2]1[CH:9]=[CH:8][C:5]([CH:6]=O)=[CH:4][CH:3]=1.C(O[C:13](=O)[CH2:14][N:15]1[C:19](=[O:20])[C:18]2=[CH:21][CH:22]=[CH:23][CH:24]=[C:17]2[C:16]1=[O:25])C.[CH2:27]([O:29][C:30](=[O:35])/[CH:31]=[C:32](\[NH2:34])/[CH3:33])[CH3:28]>C(O)C>[CH2:27]([O:29][C:30]([C:31]1[CH:6]([C:5]2[CH:8]=[CH:9][C:2]([F:1])=[CH:3][CH:4]=2)[C:31]([C:30]([O:29][CH2:27][CH3:28])=[O:35])=[C:32]([CH3:33])[NH:34][C:13]=1[CH2:14][N:15]1[C:16](=[O:25])[C:17]2=[CH:24][CH:23]=[CH:22][CH:21]=[C:18]2[C:19]1=[O:20])=[O:35])[CH3:28]. Reported procedure: 12.4 g of 4-fluorobenzaldehyde, 31 g of phthalimidoacetic acid ethyl ester and 13 g of β-aminocrotonic acid ethyl ester in 100 ccs of ethanol are heated to the boil under reflux for 2×24 hours, the mixture is allowed to cool, whilst stirring, and, after filtering, yellow crystals of melting point 144°-145° C. (ethanol) are obtained, yield: 80%.